describe an organic reaction: reactants, conditions, products, and yield From a dataset of the Open Reaction Database (ORD), a public repository of structured organic reaction records. The reactants are COC1=C(OCC(=O)O)C=CC(=C1)\C=C(/C)\[N+](=O)[O-] ((E)[2-Methoxy-4-(2-nitro-1-propenyl)phenoxy]acetic acid), COC1=C(OCC(=O)O)C=CC(=C1)C=C(C)[N+](=O)[O-] ([2-methoxy-4-(2-nitro-1-propenyl) phenoxy]acetic acid), C([O-])(O)=O.[Na+] (sodium bicarbonate), O (water). Product: COC1=C(OCC(=O)[O-])C=CC(=C1)\C=C(/C)\[N+](=O)[O-].[Na+] (Sodium (E) [2-methoxy-4-(2-nitro-1-propenyl)phenoxy]acetate). Reaction SMILES: [CH3:1][O:2][C:3]1[CH:13]=[C:12](/[CH:14]=[C:15](/[N+:17]([O-:19])=[O:18])\[CH3:16])[CH:11]=[CH:10][C:4]=1[O:5][CH2:6][C:7]([OH:9])=[O:8].COC1C=C(C=C([N+]([O-])=O)C)C=CC=1OCC(O)=O.O.C(=O)(O)[O-].[Na+:44]>>[CH3:1][O:2][C:3]1[CH:13]=[C:12](/[CH:14]=[C:15](/[N+:17]([O-:19])=[O:18])\[CH3:16])[CH:11]=[CH:10][C:4]=1[O:5][CH2:6][C:7]([O-:9])=[O:8].[Na+:44] |f:3.4,5.6|. Reported procedure: One gram of (E) [2-methoxy-4-(2-nitro-1-propenyl) phenoxy]acetic acid is dissolved in 35.6 ml of 0.1N sodium bicarbonate and sufficient isotonic buffer to make a final volume of 100 ml. The water from all souces was pyrogen free. The solution is sterilized by filtration. This solution is 3.56 mM in active antisickling agent. The reactants are Cl (hydrochloric acid), OC1=NN(C=C1C(=O)OCC)C1=CC=CC=C1 (ethyl 3-hydroxy-1-phenyl-1H-pyrazole-4-carboxylate), ClCC1=CC(=C(OCC=2N=C(OC2C)C2=CC=CC=C2)C=C1)OC (4-(4-chloromethyl-2-methoxyphenoxymethyl)-5-methyl-2-phenyl-1,3-oxazole), C([O-])([O-])=O.[K+].[K+] (potassium carbonate). The solvent is CN(C=O)C (N,N-dimethylformamide). Conditions: temperature 60 celsius, time 8 hour. Yields the product COC=1C=C(COC2=NN(C=C2C(=O)OCC)C2=CC=CC=C2)C=CC1OCC=1N=C(OC1C)C1=CC=CC=C1 (ethyl 3-{[3-methoxy-4-(5-methyl-2-phenyl-1,3-oxazol-4-ylmethoxy)benzyl]oxy}-1-phenyl-1H-pyrazole-4-carboxylate). Isolated yield 94.3%. As a reaction SMILES: [OH:1][C:2]1[C:6]([C:7]([O:9][CH2:10][CH3:11])=[O:8])=[CH:5][N:4]([C:12]2[CH:17]=[CH:16][CH:15]=[CH:14][CH:13]=2)[N:3]=1.Cl[CH2:19][C:20]1[CH:39]=[CH:38][C:23]([O:24][CH2:25][C:26]2[N:27]=[C:28]([C:32]3[CH:37]=[CH:36][CH:35]=[CH:34][CH:33]=3)[O:29][C:30]=2[CH3:31])=[C:22]([O:40][CH3:41])[CH:21]=1.C(=O)([O-])[O-].[K+].[K+].Cl>CN(C)C=O>[CH3:41][O:40][C:22]1[CH:21]=[C:20]([CH:39]=[CH:38][C:23]=1[O:24][CH2:25][C:26]1[N:27]=[C:28]([C:32]2[CH:37]=[CH:36][CH:35]=[CH:34][CH:33]=2)[O:29][C:30]=1[CH3:31])[CH2:19][O:1][C:2]1[C:6]([C:7]([O:9][CH2:10][CH3:11])=[O:8])=[CH:5][N:4]([C:12]2[CH:17]=[CH:16][CH:15]=[CH:14][CH:13]=2)[N:3]=1 |f:2.3.4|. Procedure details: A mixture of ethyl 3-hydroxy-1-phenyl-1H-pyrazole-4-carboxylate (6.00 g), 4-(4-chloromethyl-2-methoxyphenoxymethyl)-5-methyl-2-phenyl-1,3-oxazole (8.96 g), potassium carbonate (7.20 g) and N,N-dimethylformamide (100 mL) was stirred overnight at 60° C. The reaction mixture was poured into dilute hydrochloric acid, and the mixture was extracted with ethyl acetate. The ethyl acetate layer was washed with saturated brine, dried over anhydrous magnesium sulfate and concentrated. The obtained colorles...